Dataset: the Open Reaction Database (ORD), a public repository of structured organic reaction records. Task: describe an organic reaction: reactants, conditions, products, and yield Reactants: CN1CCN(CC1)C(=O)OC2C3=C(N=CC=N3)C(=O)N2C=4C=CC(=CN4)Cl (zopiclone), NC1=NC=C(C=C1)Cl (2-amino-5-chloropyridine), N1=C2C(=NC=C1)C(=O)OC2=O (pyrazine 2,3-dicarboxylic acid anhydride). The product is ClC=1C=CC(=NC1)NC(=O)C=1C(=NC=CN1)C(=O)O (3-(5-chloropyrid-2-yl)carbamoyl-pyrazine-2-carboxylic acid). As a reaction SMILES: CN1CCN(C([O:10][CH:11]2[N:20]([C:21]3[CH:22]=[CH:23][C:24]([Cl:27])=[CH:25][N:26]=3)[C:18](=[O:19])[C:13]3[N:14]=[CH:15][CH:16]=[N:17][C:12]2=3)=O)CC1.NC1C=CC(Cl)=CN=1.N1C=CN=C2C(OC(=O)C=12)=[O:43]>>[Cl:27][C:24]1[CH:23]=[CH:22][C:21]([NH:20][C:18]([C:13]2[C:12]([C:11]([OH:43])=[O:10])=[N:17][CH:16]=[CH:15][N:14]=2)=[O:19])=[N:26][CH:25]=1. Procedure details: U.S. Pat. No. 3,862,149 describes a process for preparing zopiclone. The process comprises reacting 2-amino-5-chloropyridine with pyrazine 2,3-dicarboxylic acid anhydride to obtain 3-(5-chloropyrid-2-yl)carbamoyl-pyrazine-2-carboxylic acid, which is further treated with thionyl chloride to obtain 6-(5-chloropyrid-2-yl)-5,7-dioxo-5,6-dihydro-5H-pyrrolo[3,4-b]pyrazine 6-(5-chloropyrid-2-yl)-5,7-dioxo-5,6-dihydro-5H-pyrrolo[3,4-b]pyrazine is reduced using potassium borohydride in a mixture of dioxa... Starting materials: Example 11 ( b ), C(C)(C)(C)OC(=O)N1C=C(C2=C1C(=NC=C2C(=O)O)Cl)C (7-chloro-3-methyl-pyrrolo[2,3-c]pyridine-1,4-dicarboxylic acid 1-tert-butyl ester), C1(CC1)CN (cyclopropylmethylamine). The product is C(C)(C)(C)OC(=O)N1C=C(C=2C1=C(N=CC2C(NCC2CC2)=O)Cl)C (7-Chloro-4-(cyclopropylmethyl-carbamoyl)-3-methyl-pyrrolo[2,3-c]pyridine-1-carboxylic acid tert-butyl ester). As a reaction SMILES: [C:1]([O:5][C:6]([N:8]1[C:12]2[C:13]([Cl:20])=[N:14][CH:15]=[C:16]([C:17]([OH:19])=O)[C:11]=2[C:10]([CH3:21])=[CH:9]1)=[O:7])([CH3:4])([CH3:3])[CH3:2].[CH:22]1([CH2:25][NH2:26])[CH2:24][CH2:23]1>>[C:1]([O:5][C:6]([N:8]1[C:12]2=[C:13]([Cl:20])[N:14]=[CH:15][C:16]([C:17](=[O:19])[NH:26][CH2:25][CH:22]3[CH2:24][CH2:23]3)=[C:11]2[C:10]([CH3:21])=[CH:9]1)=[O:7])([CH3:4])([CH3:3])[CH3:2]. Procedure: Prepared in a similar manner to Example 11 (b) from 7-chloro-3-methyl-pyrrolo[2,3-c]pyridine-1,4-dicarboxylic acid 1-tert-butyl ester using cyclopropylmethylamine (167 μl) instead of morpholine to give the title compound as a pale brown foam (389 mg). Starting materials: O=C([O-])O, CC#N, CCCc1c(Cc2ccc(-c3ccccc3-c3noc(=O)[nH]3)cc2)c(=O)n(CC(O)c2ccc(F)cc2)c2ncnn12, [Na+], [Na+], [Na+], O=S([O-])([O-])=S. Product: CCCc1c(Cc2ccc(-c3ccccc3-c3noc(=O)[nH]3)cc2)c(=O)n(CC(=O)c2ccc(F)cc2)c2ncnn12. As a reaction SMILES: [C:43](=[O:44])([O-:45])[OH:46].[CH3:55][C:56]#[N:57].[F:1][c:2]1[cH:3][cH:4][c:5]([CH:8]([CH2:9][n:10]2[c:11]3[n:12]([c:13]([CH2:36][CH2:37][CH3:38])[c:14]([CH2:17][c:18]4[cH:19][cH:20][c:21](-[c:24]5[c:25](-[c:30]6[n:31][o:32][c:33](=[O:35])[nH:34]6)[cH:26][cH:27][cH:28][cH:29]5)[cH:22][cH:23]4)[c:15]2=[O:16])[n:39][cH:40][n:41]3)[OH:42])[cH:6][cH:7]1.[Na+:47].[Na+:53].[Na+:54].[S:48]([O-:49])([O-:50])(=[O:51])=[S:52]>>[F:1][c:2]1[cH:3][cH:4][c:5]([C:8]([CH2:9][n:10]2[c:11]3[n:12]([c:13]([CH2:36][CH2:37][CH3:38])[c:14]([CH2:17][c:18]4[cH:19][cH:20][c:21](-[c:24]5[c:25](-[c:30]6[n:31][o:32][c:33](=[O:35])[nH:34]6)[cH:26][cH:27][cH:28][cH:29]5)[cH:22][cH:23]4)[c:15]2=[O:16])[n:39][cH:40][n:41]3)=[O:42])[cH:6][cH:7]1.